This data is from the Open Reaction Database (ORD), a public repository of structured organic reaction records. The task is: describe an organic reaction: reactants, conditions, products, and yield Reactants: S(O)(O)(=O)=O (sulfuric acid), FC=1C(=C(CO)C(=C(C1)[N+](=O)[O-])F)N1CCN(CC1)C(=O)OCC (3,6-Difluoro-2-(4-ethoxycarbonyl-1-piperazinyl)-5-nitrobenzyl alcohol), CO (methanol), ice water. Yields the product COCC=1C(=C(C=C(C1N1CCN(CC1)C(=O)OCC)F)[N+](=O)[O-])F (3-methoxymethyl-2,5-difluoro-4-(4-ethoxycarbonyl-1-piperazinyl)nitrobenzene). As a reaction SMILES: [F:1][C:2]1[C:3]([N:14]2[CH2:19][CH2:18][N:17]([C:20]([O:22][CH2:23][CH3:24])=[O:21])[CH2:16][CH2:15]2)=[C:4]([C:7]([F:13])=[C:8]([N+:10]([O-:12])=[O:11])[CH:9]=1)[CH2:5][OH:6].S(=O)(=O)(O)O.[CH3:30]O>>[CH3:30][O:6][CH2:5][C:4]1[C:7]([F:13])=[C:8]([N+:10]([O-:12])=[O:11])[CH:9]=[C:2]([F:1])[C:3]=1[N:14]1[CH2:19][CH2:18][N:17]([C:20]([O:22][CH2:23][CH3:24])=[O:21])[CH2:16][CH2:15]1. Procedure details: 3,6-Difluoro-2-(4-ethoxycarbonyl-1-piperazinyl)-5-nitrobenzyl alcohol (7.14 g) is dissolved in methanol (770 ml), and thereto is added dropwise conc. sulfuric acid (145 ml) while cooling on an ice bath. The mixture is refluxed for 4 hours. The reaction mixture is cooled to room temperature and is poured into ice water (1.5 liter), and then extracted with dichloromethane. The extract is dried over magnesium sulfate and sodium sulfate, and then the solvent is distilled off under reduced pressure t... The reactants are ClC1=CC=C(CN2C(=CC3=CC(=CC=C23)OCC2=NC3=CC=CC=C3C=C2)CC(C(=O)OC)(CC)CC)C=C1 (Methyl 3-[N-(4-chlorobenzyl)-5-(quinolin-2-ylmethoxy)indol-2-yl]-2,2-diethylpropanoate), [Al+3].[Cl-].[Cl-].[Cl-] (AlCl3), C(C)(C)(C)CC(=O)Cl (t-butylacetyl chloride). The solvent is C(Cl)Cl (CH2Cl2). Conditions: temperature 0 celsius, time 20 minute. The product is ClC1=CC=C(CN2C(=C(C3=CC(=CC=C23)OCC2=NC3=CC=CC=C3C=C2)C(CC(C)(C)C)=O)CC(C(=O)OC)(CC)CC)C=C1 (Methyl 3-[N-(4-chlorobenzyl)-3-(3,3-dimethyl-1-oxo-1-butyl)-5-(quinolin-2-ylmethoxy)indol-2-yl]-2,2-diethylpropanoate). Reaction SMILES: [Cl:1][C:2]1[CH:39]=[CH:38][C:5]([CH2:6][N:7]2[C:15]3[C:10](=[CH:11][C:12]([O:16][CH2:17][C:18]4[CH:27]=[CH:26][C:25]5[C:20](=[CH:21][CH:22]=[CH:23][CH:24]=5)[N:19]=4)=[CH:13][CH:14]=3)[CH:9]=[C:8]2[CH2:28][C:29]([CH2:36][CH3:37])([CH2:34][CH3:35])[C:30]([O:32][CH3:33])=[O:31])=[CH:4][CH:3]=1.[Al+3].[Cl-].[Cl-].[Cl-].[C:44]([CH2:48][C:49](Cl)=[O:50])([CH3:47])([CH3:46])[CH3:45]>C(Cl)Cl>[Cl:1][C:2]1[CH:3]=[CH:4][C:5]([CH2:6][N:7]2[C:15]3[C:10](=[CH:11][C:12]([O:16][CH2:17][C:18]4[CH:27]=[CH:26][C:25]5[C:20](=[CH:21][CH:22]=[CH:23][CH:24]=5)[N:19]=4)=[CH:13][CH:14]=3)[C:9]([C:49](=[O:50])[CH2:48][C:44]([CH3:47])([CH3:46])[CH3:45])=[C:8]2[CH2:28][C:29]([CH2:34][CH3:35])([CH2:36][CH3:37])[C:30]([O:32][CH3:33])=[O:31])=[CH:38][CH:39]=1 |f:1.2.3.4|. Reported procedure: To a cold solution (0° C.) of methyl 3-[N-(4-chlorobenzyl)-5-(quinolin-2-ylmethoxy)indol-2-yl]-2,2-diethylpropanoate (from Step D) (177 mg, 0.33 mmol) in CH2Cl2 (3 mL) was added AlCl3 (220 mg, 1.65 mmol) followed by t-butylacetyl chloride (82 μL, 0.66 mmol). The reaction was stirred at 0° C. for 20 minutes and then quenched with 30 mL of 0.5N Na, K tartrate solution, and extracted with 3×30 mL of EtOAc. The organic layers were combined and dried over MgSO4. Filtration and concentration gave an o... The reactants are [H-].[Al+3].[Li+].[H-].[H-].[H-] (lithium aluminium hydride), NC=1C=C(C(=CC1C)C)N1C(CCCC1)=O (1-(3'-amino-4',6'-dimethylphenyl)-piperidin-2-one). Solvent: O1CCCC1 (tetrahydrofuran). The product is NC=1C=C(C(=CC1C)C)N1CCCCC1 (1-(3'-Amino-4',6'-dimethylphenyl)-piperidine). RXN SMILES: [H-].[Al+3].[Li+].[H-].[H-].[H-].[NH2:7][C:8]1[CH:9]=[C:10]([N:16]2[CH2:21][CH2:20][CH2:19][CH2:18][C:17]2=O)[C:11]([CH3:15])=[CH:12][C:13]=1[CH3:14]>O1CCCC1>[NH2:7][C:8]1[CH:9]=[C:10]([N:16]2[CH2:17][CH2:18][CH2:19][CH2:20][CH2:21]2)[C:11]([CH3:15])=[CH:12][C:13]=1[CH3:14] |f:0.1.2.3.4.5|. Procedure details: 6.2 g of lithium aluminium hydride are introduced into 200 ml of absolute tetrahydrofuran. 26 g (0.12 mol) of 1-(3'-amino-4',6'-dimethylphenyl)-piperidin-2-one are added in portions, with stirring. The mixture is then refluxed for 1 hour. Excess LiAlH4 is destroyed with ethyl acetate. 2 N Hcl is added to the mixture until the pH is 4-5, ether is added and the mixture is extracted twice with 2 N KOH solution. The organic phase is washed with water and saturated NaCl solution, dried with MgSO4, cl... Reactants: CC(C)(CCC#N)CN(CC(O)C(Cc1ccccc1)NC(=O)OC1COC2OCCC12)C(=O)OCc1ccccc1, CCOC(C)=O, [H][H]. Yields the product CC(C)(CCC#N)CNCC(O)C(Cc1ccccc1)NC(=O)OC1COC2OCCC12. RXN SMILES: [CH2:1]([O:2][C:3](=[O:4])[N:10]([CH2:11][CH:12]([CH:13]([CH2:14][c:15]1[cH:16][cH:17][cH:18][cH:19][cH:20]1)[NH:21][C:22](=[O:23])[O:24][CH:25]1[CH2:26][O:27][CH:28]2[O:29][CH2:30][CH2:31][CH:32]12)[OH:33])[CH2:34][C:35]([CH2:36][CH2:37][C:38]#[N:39])([CH3:40])[CH3:41])[c:5]1[cH:6][cH:7][cH:8][cH:9][cH:42]1.[CH3:45][CH2:46][O:47][C:48]([CH3:49])=[O:50].[H:43][H:44]>>[NH:10]([CH2:11][CH:12]([CH:13]([CH2:14][c:15]1[cH:16][cH:17][cH:18][cH:19][cH:20]1)[NH:21][C:22](=[O:23])[O:24][CH:25]1[CH2:26][O:27][CH:28]2[O:29][CH2:30][CH2:31][CH:32]12)[OH:33])[CH2:34][C:35]([CH2:36][CH2:37][C:38]#[N:39])([CH3:40])[CH3:41]. Reactants: ClC1=CC=C(C=C1)C1=NCC=2N(C3=C1C=CC=C3)C(=NN2)CCCCCCCCCCC (6-(4-Chlorophenyl)-1-undecyl-4H-[1,2,4]triazolo[4,3-a][1,4]benzodiazepine), C(C)(=O)O (acetic acid). Reagents/catalysts: [Zn] (zinc). The solvent is ClCCl (dichloromethane). Yields the product ClC1=CC=C(C=C1)C1NCC=2N(C3=C1C=CC=C3)C(=NN2)CCCCCCCCCCC (6-(4-chlorophenyl)-1-undecyl-4H,5H,6H-[1,2,4]triazolo[4,3-a][1,4]benzodiazepine). The yield is 25.9%. RXN SMILES: [Cl:1][C:2]1[CH:7]=[CH:6][C:5]([C:8]2[C:14]3[CH:15]=[CH:16][CH:17]=[CH:18][C:13]=3[N:12]3[C:19]([CH2:22][CH2:23][CH2:24][CH2:25][CH2:26][CH2:27][CH2:28][CH2:29][CH2:30][CH2:31][CH3:32])=[N:20][N:21]=[C:11]3[CH2:10][N:9]=2)=[CH:4][CH:3]=1.C(O)(=O)C>ClCCl.[Zn]>[Cl:1][C:2]1[CH:7]=[CH:6][C:5]([CH:8]2[C:14]3[CH:15]=[CH:16][CH:17]=[CH:18][C:13]=3[N:12]3[C:19]([CH2:22][CH2:23][CH2:24][CH2:25][CH2:26][CH2:27][CH2:28][CH2:29][CH2:30][CH2:31][CH3:32])=[N:20][N:21]=[C:11]3[CH2:10][NH:9]2)=[CH:4][CH:3]=1. Reported procedure: 6-(4-Chlorophenyl)-1-undecyl-4H-[1,2,4]triazolo[4,3-a][1,4]benzodiazepine (1.23 g) was dissolved in dichloromethane (10 ml) and acetic acid (5 ml) and zinc powder (540 mg) were added thereto with stirring. After stirring at room temperature for 6 hours, the mixture was washed with 5% aqueous sodium hydrogencarbonate and water. The reaction mixture was dried over anhydrous magnesium sulfate. After filtration, the filtrate was concentrated under reduced pressure. The residue was purified by silica... Reactants: BrC=1C=NN2C1N=CC(=C2)OC(F)F (3-bromo-6-(difluoromethoxy)pyrazolo[1,5-a]pyrimidine), COC(=O)C=1SC(=C(C1)B1OC(C(O1)(C)C)(C)C)C (methyl-5-methyl-4-(4,4,5,5,-tetramethyl-1,3,2-dioxaborolan-2-yl)-thiophene-2-carboxylate), C([O-])([O-])=O.[Na+].[Na+] (sodium carbonate). The reagents and catalysts are C=1C=CC(=CC1)[P](C=2C=CC=CC2)(C=3C=CC=CC3)[Pd]([P](C=4C=CC=CC4)(C=5C=CC=CC5)C=6C=CC=CC6)([P](C=7C=CC=CC7)(C=8C=CC=CC8)C=9C=CC=CC9)[P](C=1C=CC=CC1)(C=1C=CC=CC1)C=1C=CC=CC1 (palladium tetrakis). Run in CN(C)C=O (DMF). Reaction conditions: temperature 85 celsius. The product is COC(=O)C=1SC(=C(C1)C=1C=NN2C1N=CC(=C2)OC(F)F)C (Methyl-4-[6-(difluoromethoxy)pyrazolo[1,5-a]pyrimidin-3-yl]-5-methylthiophene-2-carboxylate). Yield: 66.5%. RXN SMILES: Br[C:2]1[CH:3]=[N:4][N:5]2[CH:10]=[C:9]([O:11][CH:12]([F:14])[F:13])[CH:8]=[N:7][C:6]=12.[CH3:15][O:16][C:17]([C:19]1[S:20][C:21]([CH3:33])=[C:22](B2OC(C)(C)C(C)(C)O2)[CH:23]=1)=[O:18].C(=O)([O-])[O-].[Na+].[Na+]>C1C=CC([P]([Pd]([P](C2C=CC=CC=2)(C2C=CC=CC=2)C2C=CC=CC=2)([P](C2C=CC=CC=2)(C2C=CC=CC=2)C2C=CC=CC=2)[P](C2C=CC=CC=2)(C2C=CC=CC=2)C2C=CC=CC=2)(C2C=CC=CC=2)C2C=CC=CC=2)=CC=1.CN(C=O)C>[CH3:15][O:16][C:17]([C:19]1[S:20][C:21]([CH3:33])=[C:22]([C:2]2[CH:3]=[N:4][N:5]3[CH:10]=[C:9]([O:11][CH:12]([F:14])[F:13])[CH:8]=[N:7][C:6]=23)[CH:23]=1)=[O:18] |f:2.3.4,^1:43,45,64,83|. Reported procedure: To a flask containing DMF (40.6 mL) was added 3-bromo-6-(difluoromethoxy)pyrazolo[1,5-a]pyrimidine (1.07 g, 4.06 mmol), methyl-5-methyl-4-(4,4,5,5,-tetramethyl-1,3,2-dioxaborolan-2-yl)-thiophene-2-carboxylate (1.20 g, 4.27 mmol), palladium tetrakis (235 mg, 0.203 mmol), and 2 M sodium carbonate (aq) (6.10 mL, 12.2 mmol). The reaction mixture was sealed and degassed with N2 for 5 min. The reaction mixture was then heated to 85° C. for 16 h. The reaction mixture was cooled to room temperature and ...